Dataset: the Open Reaction Database (ORD), a public repository of structured organic reaction records. Task: describe an organic reaction: reactants, conditions, products, and yield Reactants: aqueous solution, O=C1C(O)=C([O-])[C@H](O1)[C@@H](O)CO.[Na+] (sodium ascorbate), solution, C(#C)C1=CC=2N(C=C1)C(=CN2)C=2C=C(C=CC2)NC(=O)NCC(F)(F)F (1-[3-(7-Ethynyl-imidazo[1,2-a]pyridin-3-yl)-phenyl]-3-(2,2,2-trifluoro-ethyl)-urea), IC (iodomethane), [N-]=[N+]=[N-].[Na+] (Sodium azide). Reagents/catalysts: S(=O)(=O)([O-])[O-].[Cu+2] (copper (II) sulphate). Solvent: O (water), C1CCOC1 (THF), C(C)(C)(C)O (tert-butyl alcohol). Conditions: time 2 hour. Yields the product CN1N=NC(=C1)C1=CC=2N(C=C1)C(=CN2)C=2C=C(C=CC2)NC(=O)NCC(F)(F)F (1-{3-[7-(1-Methyl-1H-[1,2,3]Triazol-4-yl)-imidazo[1,2-a]pyridin-3-yl]-phenyl}-3-(2,2,2-trifluoro-ethyl)-urea). RXN SMILES: [C:1]([C:3]1[CH:8]=[CH:7][N:6]2[C:9]([C:12]3[CH:13]=[C:14]([NH:18][C:19]([NH:21][CH2:22][C:23]([F:26])([F:25])[F:24])=[O:20])[CH:15]=[CH:16][CH:17]=3)=[CH:10][N:11]=[C:5]2[CH:4]=1)#[CH:2].[N-:27]=[N+:28]=[N-:29].[Na+].IC.O=[C:34]1O[C@H]([C@H](CO)O)C([O-])=C1O.[Na+]>C(O)(C)(C)C.O.C1COCC1.S([O-])([O-])(=O)=O.[Cu+2]>[CH3:34][N:27]1[CH:2]=[C:1]([C:3]2[CH:8]=[CH:7][N:6]3[C:9]([C:12]4[CH:13]=[C:14]([NH:18][C:19]([NH:21][CH2:22][C:23]([F:26])([F:25])[F:24])=[O:20])[CH:15]=[CH:16][CH:17]=4)=[CH:10][N:11]=[C:5]3[CH:4]=2)[N:29]=[N:28]1 |f:1.2,4.5,9.10|. Procedure: 1-[3-(7-Ethynyl-imidazo[1,2-a]pyridin-3-yl)-phenyl]-3-(2,2,2-trifluoro-ethyl)-urea (130 mg, 0.36 mmol) was dissolved in tert-butyl alcohol (2 mL) and water (2 mL). Sodium azide (24 mg, 0.36 mmol) was added, followed by iodomethane (0.18 mL of a 2M solution in THF, 0.36 mmol). The reaction was stirred at room temperature for 5 minutes before the addition of copper (II) sulphate (0.02 mL of a 1M aqueous solution, 0.02 mmol) and sodium ascorbate (7 mg, 0.04 mmol). The reaction was stirred for 2 h a... Reactants: NCC(C)(C)N (1,2-diamino-2-methylpropane), CN(S(=O)(=O)Cl)C (dimethylsulfamoyl chloride). Solvent: CCOCC (ether). Reaction conditions: temperature 0 celsius, time 30 minute. The product is CC(CNS(=O)(=O)N(C)C)(C)N (1,1-DIMETHYL-2-[(DIMETHYLAMINO)SULFONYLAMINO]ETHYLAMINE). Isolated yield 60.4%. Reaction SMILES: [NH2:1][CH2:2][C:3]([NH2:6])([CH3:5])[CH3:4].[CH3:7][N:8]([CH3:13])[S:9](Cl)(=[O:11])=[O:10]>CCOCC>[CH3:4][C:3]([NH2:6])([CH3:5])[CH2:2][NH:1][S:9]([N:8]([CH3:13])[CH3:7])(=[O:11])=[O:10]. Reported procedure: A mixture of 30.7 g (0.35 mol) of 1,2-diamino-2-methylpropane, 150 ml of ether and 50 ml of trienthylamine was cooled to 0° C. and 20 g (0.14 mol) of dimethylsulfamoyl chloride was added slowly. The reaction mixture was stirred for 30 minutes and evaporated to dryness. The residue was mixed with water, basified with K2CO3 and evaporated to dryness. Acetone was added and the mixture was filtered. Evaporation of the filtrate gave a solid which recrystallized from toluene to give 16.5 g (60.3%) of ...